This data is from the Open Reaction Database (ORD), a public repository of structured organic reaction records. The task is: describe an organic reaction: reactants, conditions, products, and yield The reactants are C(C1=CC=CC=C1)OC1=C(\C=N\NC(=O)NC=2C=C3C=CN(C3=CC2)C)C=C(C(=C1)OCOCC)C(C)C ((E)-2-(2-(benzyloxy)-4-(ethoxymethoxy)-5-isopropylbenzylidene)-N-(1-methyl-1H-indol-5-yl)hydrazinecarboxamide), [OH-].[Na+] (NaOH), resultant mixture, K3Fe(CN)6, resultant mixture. The solvent is C(C)O (ethanol). Yields the product C(C1=CC=CC=C1)OC1=C(C=C(C(=C1)OCOCC)C(C)C)C1=NNC(N1C=1C=C2C=CN(C2=CC1)C)=O (3-(2-(benzyloxy)-4-(ethoxymethoxy)-5-isopropylphenyl)-4-(1-methyl-1H-indol-5-yl)-1H-1,2,4-triazol-5(4H)-one). RXN SMILES: [CH2:1]([O:8][C:9]1[CH:30]=[C:29]([O:31][CH2:32][O:33][CH2:34][CH3:35])[C:28]([CH:36]([CH3:38])[CH3:37])=[CH:27][C:10]=1/[CH:11]=[N:12]/[NH:13][C:14]([NH:16][C:17]1[CH:18]=[C:19]2[C:23](=[CH:24][CH:25]=1)[N:22]([CH3:26])[CH:21]=[CH:20]2)=[O:15])[C:2]1[CH:7]=[CH:6][CH:5]=[CH:4][CH:3]=1.[OH-].[Na+]>C(O)C>[CH2:1]([O:8][C:9]1[CH:30]=[C:29]([O:31][CH2:32][O:33][CH2:34][CH3:35])[C:28]([CH:36]([CH3:37])[CH3:38])=[CH:27][C:10]=1[C:11]1[N:16]([C:17]2[CH:18]=[C:19]3[C:23](=[CH:24][CH:25]=2)[N:22]([CH3:26])[CH:21]=[CH:20]3)[C:14](=[O:15])[NH:13][N:12]=1)[C:2]1[CH:7]=[CH:6][CH:5]=[CH:4][CH:3]=1 |f:1.2|. Reported procedure: To a stirred suspension of (E)-2-(2-(benzyloxy)-4-(ethoxymethoxy)-5-isopropylbenzylidene)-N-(1-methyl-1H-indol-5-yl)hydrazinecarboxamide in ethanol was added NaOH and stirred. To the resultant mixture, was added K3Fe(CN)6 at once and the resultant mixture was stirred at reflux temperature till the reaction is complete, checked by TLC. The mixture was cooled and the inorganics were filtered off. The residues were thoroughly washed with EtOH and filtrates were collected. The combined filtrates wer... Starting materials: C(C)(C)(C)OC(=O)NCC(=O)N[C@@H]1CN(C[C@@H]1C)C1=C2CCN(N3C2=C(C=C1F)C(C(=C3)C(=O)O)=O)C (4-{cis (-) 3-(t-Butoxycarbonylaminoacetylamino)-4-methylpyrrolidin-1-yl}-5-fluoro-2,3-dihydro-1-methyl -7-oxo-1H,7H-pyrido[3,2,1-ij]cinnoline-8-carboxylic acid), C(C)O (ethanol), Cl (hydrochloric acid). Solvent: O1CCOCC1 (dioxane), O1CCOCC1 (dioxane). Reaction conditions: time 1 hour. The product is Cl.NCC(=O)N[C@@H]1CN(C[C@@H]1C)C1=C2CCN(N3C2=C(C=C1F)C(C(=C3)C(=O)O)=O)C (4-{cis (-) 3-(Aminoacetylamino)-4-methylpyrrolidin-1-yl}-5-fluoro-2,3-dihydro-1-methyl-7-oxo-1H,7H-pyrido[3,2,1-ij]cinnoline-8-carboxylic acid Hydrochloride). Isolated yield 49.0%. As a reaction SMILES: C(OC([NH:8][CH2:9][C:10]([NH:12][C@H:13]1[C@@H:17]([CH3:18])[CH2:16][N:15]([C:19]2[C:28]([F:29])=[CH:27][C:26]3[C:30](=[O:36])[C:31]([C:33]([OH:35])=[O:34])=[CH:32][N:24]4[C:25]=3[C:20]=2[CH2:21][CH2:22][N:23]4[CH3:37])[CH2:14]1)=[O:11])=O)(C)(C)C.C(O)C.[ClH:41]>O1CCOCC1>[ClH:41].[NH2:8][CH2:9][C:10]([NH:12][C@H:13]1[C@@H:17]([CH3:18])[CH2:16][N:15]([C:19]2[C:28]([F:29])=[CH:27][C:26]3[C:30](=[O:36])[C:31]([C:33]([OH:35])=[O:34])=[CH:32][N:24]4[C:25]=3[C:20]=2[CH2:21][CH2:22][N:23]4[CH3:37])[CH2:14]1)=[O:11] |f:4.5|. Procedure details: 750 mg (1.5 mmol) of the compound (84) obtained in Example 10 (1) was added to 10 ml of dioxane and 10 ml of ethanol, and then 2.5 ml of 4N hydrochloric acid solution in dioxane was added to the solution. The solution was stirred at room temperature for 1 hour, and the solvent was removed by distillation. The powder was filtered off and washed successively with ethanol and ether to obtain 324 mg of the subject compound (88) in a 49% yield. The result of the analysis of this compound was as follo...